This data is from the Open Reaction Database (ORD), a public repository of structured organic reaction records. The task is: describe an organic reaction: reactants, conditions, products, and yield Reaction SMILES: [C:31]1(=[O:45])[c:32]2[c:33]([cH:41][cH:42][cH:43][cH:44]2)[C:34](=[O:40])[N:35]1[CH2:36][C:37](=[O:38])[Cl:39].[CH2:1]([c:2]1[cH:3][cH:4][cH:5][cH:6][cH:7]1)[O:8][c:9]1[cH:10][cH:11][c:12]([CH2:13][N:14]2[c:15]3[c:16]([cH:25][cH:26][cH:27][cH:28]3)[NH:17][CH:18]3[CH:19]([C:20]2=[O:21])[CH2:22][CH2:23][CH2:24]3)[cH:29][cH:30]1.[Cl:51][CH2:52][CH2:53][Cl:54].[Na+:46].[OH:47][C:48](=[O:49])[O-:50]>>[CH2:1]([c:2]1[cH:3][cH:4][cH:5][cH:6][cH:7]1)[O:8][c:9]1[cH:10][cH:11][c:12]([CH2:13][N:14]2[c:15]3[c:16]([cH:25][cH:26][cH:27][cH:28]3)[N:17]([C:37]([CH2:36][N:35]3[C:31](=[O:45])[c:32]4[c:33]([cH:41][cH:42][cH:43][cH:44]4)[C:34]3=[O:40])=[O:38])[CH:18]3[CH:19]([C:20]2=[O:21])[CH2:22][CH2:23][CH2:24]3)[cH:29][cH:30]1. Starting materials: O=C(Cl)CN1C(=O)c2ccccc2C1=O, O=C1C2CCCC2Nc2ccccc2N1Cc1ccc(OCc2ccccc2)cc1, ClCCCl, [Na+], O=C([O-])O. Yields the product O=C1c2ccccc2C(=O)N1CC(=O)N1c2ccccc2N(Cc2ccc(OCc3ccccc3)cc2)C(=O)C2CCCC21. Reactants: C1(=CC=CC=C1)C=1N=CC(NC1)=O (5-Phenyl-2-(1H)-pyrazinone), S(O)(O)(=O)=O (sulphuric acid), [N+](=O)(O)[O-] (nitric acid), N1C(C=NC=C1)=O (pyrazinone). Solvent: ice water. Conditions: temperature -10 celsius, time 30 minute. Product: [N+](=O)([O-])C1=CC=C(C=C1)C=1N=CC(NC1)=O (5-(4-nitrophenyl)-2-(1H)-pyrazinone). RXN SMILES: [C:1]1([C:7]2[N:8]=[CH:9][C:10](=[O:13])[NH:11][CH:12]=2)[CH:6]=[CH:5][CH:4]=[CH:3][CH:2]=1.S(=O)(=O)(O)O.[N+:19]([O-])([OH:21])=[O:20].N1C=CN=CC1=O>>[N+:19]([C:4]1[CH:3]=[CH:2][C:1]([C:7]2[N:8]=[CH:9][C:10](=[O:13])[NH:11][CH:12]=2)=[CH:6][CH:5]=1)([O-:21])=[O:20]. Procedure details: 5-Phenyl-2-(1H)-pyrazinone (56 g) was added in portions over 30 minutes to a stirred mixture of concentrated sulphuric acid (35 ml) and fuming nitric acid (200 ml). The temperature of the nitrating mixture was initially at -20° C. and care was taken to ensure that the temperature did not rise above -15° C. When the pyrazinone had completely dissolved the reaction mixture was allowed to warm to -10° C., stirred for a further 30 minutes, and poured slowly on to ice/water (1500 ml). A pale yellow s... The reactants are O=C(CP(OC)(OC)=O)C (Dimethyl (2-oxopropyl)phosphonate), O1CC(CC1)C=O (Tetrahydrofuran-3-carboxaldehyde), [OH-].[K+] (potassium hydroxide). Run in O (water), C(C)O (ethanol). Yields the product O1CC(CC1)C=CC(C)=O (4-(tetrahydrofuran-3-yl)-3-buten-2-one). As a reaction SMILES: [O:1]=[C:2]([CH3:10])[CH2:3]P(=O)(OC)OC.[OH-].[K+].[O:13]1[CH2:17][CH2:16][CH:15]([CH:18]=O)[CH2:14]1>O.C(O)C>[O:13]1[CH2:17][CH2:16][CH:15]([CH:18]=[CH:3][C:2](=[O:1])[CH3:10])[CH2:14]1 |f:1.2|. Procedure details: Dimethyl (2-oxopropyl)phosphonate (32.06 g, 193 mmol) is added to a chilled (ice-bath) solution of potassium hydroxide (10.83 g, 193 mmol) in water (30 ml) and ethanol (170 ml) and the mixture is stirred. Tetrahydrofuran-3-carboxaldehyde (50% wt. % solution in water, 25 ml, 138 mmol) is added dropwise and the reaction mixture is stirred at 5° C. for 10 minutes. The cooling bath is removed and the mixture is stirred at room temperature for 7 hours. Most of the solvent is removed in vacuo, water (... Starting materials: C(C1=CC=CC=C1)OC1=C(C(=O)N(C)C)C=CC=C1 (2-(Benzyloxy)-N,N-dimethylbenzamide), 2-N,N-dimethylaminoethanol, [Li]CCCC (nBuLi), O (water), C1(=CC=CC=C1)C1=NC=CC=C1 (2-phenylpyridine). Run in C1CCOC1 (THF), hexanes, hexanes. Run at temperature -10 celsius. Product: C(C1=CC=CC=C1)OC1=C(C=CC=C1)C(=O)C1=NC(=CC=C1)C1=CC=CC=C1 ([2-(Benzyloxy)phenyl](6-phenylpyridin-2-yl)methanone). As a reaction SMILES: [Li]CCCC.[C:6]1([C:12]2[CH:17]=[CH:16][CH:15]=[CH:14][N:13]=2)[CH:11]=[CH:10][CH:9]=[CH:8][CH:7]=1.[CH2:18]([O:25][C:26]1[CH:36]=[CH:35][CH:34]=[CH:33][C:27]=1[C:28](N(C)C)=[O:29])[C:19]1[CH:24]=[CH:23][CH:22]=[CH:21][CH:20]=1.O>C1COCC1>[CH2:18]([O:25][C:26]1[CH:36]=[CH:35][CH:34]=[CH:33][C:27]=1[C:28]([C:14]1[CH:15]=[CH:16][CH:17]=[C:12]([C:6]2[CH:7]=[CH:8][CH:9]=[CH:10][CH:11]=2)[N:13]=1)=[O:29])[C:19]1[CH:20]=[CH:21][CH:22]=[CH:23][CH:24]=1. Procedure details: To a solution of 12.9 g (145 mmol) of 2-N,N-dimethylaminoethanol in 100 mL of hexanes, 116 mL (290 mmol) of 2.5 M nBuLi in hexanes was added dropwise with vigorous stirring at −10° C. This mixture was slowly warmed to 0° C., stirred for 30 min, and then 7.54 g (48.6 mmol) of 2-phenylpyridine was added at −10° C. The resulting mixture was stirred for 2 hr at 0° C. and then added dropwise to a solution of 43.2 g (179 mmol) of 16 in 725 mL of THF at −10° C. This mixture was slowly warmed to room te... Starting materials: CC(=O)O, O=c1c2ccccc2cnn1CCOC1CCCCO1, C1CCOC1, O. Yields the product O=c1c2ccccc2cnn1CCO. RXN SMILES: [CH3:21][C:22](=[O:23])[OH:24].[O:1]1[CH2:2][CH2:3][CH2:4][CH2:5][CH:6]1[O:7][CH2:8][CH2:9][n:10]1[c:11](=[O:20])[c:12]2[cH:13][cH:14][cH:15][cH:16][c:17]2[cH:18][n:19]1.[O:25]1[CH2:26][CH2:27][CH2:28][CH2:29]1.[OH2:30]>>[OH:7][CH2:8][CH2:9][n:10]1[c:11](=[O:20])[c:12]2[cH:13][cH:14][cH:15][cH:16][c:17]2[cH:18][n:19]1.